This data is from the Open Reaction Database (ORD), a public repository of structured organic reaction records. The task is: describe an organic reaction: reactants, conditions, products, and yield The reactants are [Al+3], C1CCOC1, C=CCOc1ccc(C=O)c(C)c1, [Cl-], Cl, [H-], [H-], [H-], [H-], [Li+], [NH4+]. The product is C=CCOc1ccc(CO)c(C)c1. RXN SMILES: [Al+3:2].[CH2:23]1[O:24][CH2:25][CH2:26][CH2:27]1.[CH2:7]([CH:8]=[CH2:9])[O:10][c:11]1[cH:12][c:13]([CH3:19])[c:14]([CH:15]=[O:16])[cH:17][cH:18]1.[Cl-:20].[ClH:22].[H-:1].[H-:4].[H-:5].[H-:6].[Li+:3].[NH4+:21]>>[CH2:7]([CH:8]=[CH2:9])[O:10][c:11]1[cH:12][c:13]([CH3:19])[c:14]([CH2:15][OH:16])[cH:17][cH:18]1. Starting materials: N1C=C(C2=CC=CC=C12)/C=C/C(=O)C1=CC(=C(C(=C1)OC)OC)OC ((E)-3-(Indol-3-yl)-1-(3,4,5-trimethoxyphenyl)-2-propen-1-one), C(C)(=O)OC(C)=O (acetic anhydride). Run in N1=CC=CC=C1 (pyridine). Reaction conditions: temperature 100 celsius. Product: C(C)(=O)N1C=C(C2=CC=CC=C12)/C=C/C(=O)C1=CC(=C(C(=C1)OC)OC)OC ((E)-3-(1-Acetylindol-3-yl)-1-(3,4,5-trimethoxyphenyl)-2-propen-1-one). Yield: 69.5%. As a reaction SMILES: [NH:1]1[C:9]2[C:4](=[CH:5][CH:6]=[CH:7][CH:8]=2)[C:3](/[CH:10]=[CH:11]/[C:12]([C:14]2[CH:19]=[C:18]([O:20][CH3:21])[C:17]([O:22][CH3:23])=[C:16]([O:24][CH3:25])[CH:15]=2)=[O:13])=[CH:2]1.[C:26](OC(=O)C)(=[O:28])[CH3:27]>N1C=CC=CC=1>[C:26]([N:1]1[C:9]2[C:4](=[CH:5][CH:6]=[CH:7][CH:8]=2)[C:3](/[CH:10]=[CH:11]/[C:12]([C:14]2[CH:19]=[C:18]([O:20][CH3:21])[C:17]([O:22][CH3:23])=[C:16]([O:24][CH3:25])[CH:15]=2)=[O:13])=[CH:2]1)(=[O:28])[CH3:27]. Procedure: A mixture of Compound 1 (1.69 g) obtained in Example 1, acetic anhydride (5.04 g) and pyridine (5.6 ml) was heated at 100° C. for 12 hours. The reaction solution was subjected to partitioning between chloroform and a 10% aqueous solution of citric acid. The organic layer was concentrated under reduced pressure, and the residue was recrystallized from ethyl acetate to give Compound 6 (1.32 g). Reactants: CNC(=O)C=1N=CC(=NC1)OC1=CC2=C(CCN(CC2)C(=O)OC(C)(C)C)C=C1 (1,1-Dimethylethyl 7-({5-[(methylamino)carbonyl]-2-pyrazinyl}oxy)-1,2,4,5-tetrahydro-3H-3-benzazepine-3-carboxylate), CC1CC(CC1)=O (3-methyl cyclopentanone). Yields the product CNC(=O)C1=NC=C(N=C1)OC1=CC2=C(CCN(CC2)C2CC(CC2)C)C=C1 (N-Methyl-5-{[3-(3-methylcyclopentyl)-2,3,4,5-tetrahydro-1H-3-benzazepin-7-yl]oxy}-2-pyrazinecarboxamide). RXN SMILES: [CH3:1][NH:2][C:3]([C:5]1[N:6]=[CH:7][C:8]([O:11][C:12]2[CH:29]=[CH:28][C:15]3[CH2:16][CH2:17][N:18]([C:21](OC(C)(C)C)=O)[CH2:19][CH2:20][C:14]=3[CH:13]=2)=[N:9][CH:10]=1)=[O:4].[CH3:30][CH:31]1[CH2:35]C[C:33](=O)[CH2:32]1>>[CH3:1][NH:2][C:3]([C:5]1[CH:10]=[N:9][C:8]([O:11][C:12]2[CH:29]=[CH:28][C:15]3[CH2:16][CH2:17][N:18]([CH:21]4[CH2:33][CH2:32][CH:31]([CH3:35])[CH2:30]4)[CH2:19][CH2:20][C:14]=3[CH:13]=2)=[CH:7][N:6]=1)=[O:4]. Procedure details: Example 255 (E255) was prepared from N-methyl-5-(2,3,4,5-tetrahydro-1H-3-benzazepin-7-yloxy)-2-pyrazinecarboxamide (D49) and 3-methyl cyclopentanone using the method described for Example 223; MS (ES+) m/e 381 [M+H]+. As a reaction SMILES: [C:1]([CH:4]([C:14]1[N:22]2[C:17]([C:18](=[O:35])[NH:19][C:20]([CH2:23][C:24]3[CH:29]=[CH:28][C:27]([O:30][CH3:31])=[C:26]([O:32][CH2:33][CH3:34])[CH:25]=3)=[N:21]2)=[C:16]([CH3:36])[N:15]=1)[CH2:5][CH2:6][CH2:7][C:8]1[CH:13]=[CH:12][CH:11]=[CH:10][CH:9]=1)(=[O:3])[CH3:2].[BH4-].[Na+]>>[CH2:33]([O:32][C:26]1[CH:25]=[C:24]([CH:29]=[CH:28][C:27]=1[O:30][CH3:31])[CH2:23][C:20]1[NH:19][C:18](=[O:35])[C:17]2=[C:16]([CH3:36])[N:15]=[C:14]([CH:4]([CH:1]([OH:3])[CH3:2])[CH2:5][CH2:6][CH2:7][C:8]3[CH:13]=[CH:12][CH:11]=[CH:10][CH:9]=3)[N:22]2[N:21]=1)[CH3:34] |f:1.2|. Product: C(C)OC=1C=C(CC2=NN3C(C(N2)=O)=C(N=C3C(CCCC3=CC=CC=C3)C(C)O)C)C=CC1OC (2-(3-ethoxy-4-methoxybenzyl)-7-[1-(1-hydroxyethyl)-4-phenylbutyl]-5-methylimidazo[5,1-f]-[1,2,4]triazin-4(3H)-one). The reactants are C(C)(=O)C(CCCC1=CC=CC=C1)C1=NC(=C2C(NC(=NN21)CC2=CC(=C(C=C2)OC)OCC)=O)C (7-(1-acetyl-4-phenylbutyl)-2-(3-ethoxy-4-methoxybenzyl)-5-methylimidazo[5,1-f][1,2,4]triazin-4(3H)-one), [BH4-].[Na+] (sodium borohydride). Procedure details: 58 mg (0.12 mmol) of 7-(1-acetyl-4-phenylbutyl)-2-(3-ethoxy-4-methoxybenzyl)-5-methylimidazo[5,1-f][1,2,4]triazin-4(3H)-one are reacted analogously to Example 12 with 5 mg (0.12 mmol) of sodium borohydride to give 2-(3-ethoxy-4-methoxybenzyl)-7-[1-(1-hydroxyethyl)-4-phenylbutyl]-5-methylimidazo[5,1-f]-[1,2,4]triazin-4(3H)-one. The reactants are Ethyl imino α-carbamoylacetate hydrochloride, NC(C(=O)N)C(=O)N (aminomalonamide). Solvent: CO (methanol). The product is C(N)(=O)C=1N=C(NC1O)CC(=O)N (4-carbamoyl-5-hydroxy-1H-imidazole-2-acetamide). Yield: 140.6%. As a reaction SMILES: [NH2:1][CH:2]([C:6]([NH2:8])=[O:7])[C:3]([NH2:5])=[O:4]>CO>[C:3]([C:2]1[N:1]=[C:6]([CH2:2][C:3]([NH2:5])=[O:4])[NH:8][C:6]=1[OH:7])(=[O:4])[NH2:5]. Procedure: Ethyl imino α-carbamoylacetate hydrochloride (5.98 g) and aminomalonamide (3.51 g) were added to anhydrous methanol (80 ml) under ice-cooling while stirring. After stirring for 1/2 hour, the mixture was refluxed for 2 hours and then cooled with ice. The precipitated crystals were collected, washed with ethanol and diisopropyl ether and dried under vacuum to give 4-carbamoyl-5-hydroxy-1H-imidazole-2-acetamide (3.88 g, 70.3%), m.p. 270° C. (decomposition).